From a dataset of the Open Reaction Database (ORD), a public repository of structured organic reaction records. describe an organic reaction: reactants, conditions, products, and yield Reactants: CC1(OCC(O1)CCl)C (2,2-dimethyl-4-chloromethyl-1,3-dioxolane), [N-]=[N+]=[N-].[Na+] (NaN3). The solvent is CN(C)C=O (DMF). Reaction conditions: time 8 hour. The product is CC1(OCC(O1)CN=[N+]=[N-])C (2,2-dimethyl-4-azidomethyl-1,3-dioxolane). RXN SMILES: [CH3:1][C:2]1([CH3:9])[O:6][CH:5]([CH2:7]Cl)[CH2:4][O:3]1.[N-:10]=[N+:11]=[N-:12].[Na+]>CN(C=O)C>[CH3:1][C:2]1([CH3:9])[O:6][CH:5]([CH2:7][N:10]=[N+:11]=[N-:12])[CH2:4][O:3]1 |f:1.2|. Procedure details: 15.05 g. of 2,2-dimethyl-4-chloromethyl-1,3-dioxolane is dissolved in 100 ml. DMF and 6.5 g. of NaN3 are added. The mixture is stirred at 50° overnight, cooled to room temperature, diluted with 300 ml. C6H6 and washed 5 times with water. The organic phase is dried and evaporated under reduced pressure to give 2,2-dimethyl-4-azidomethyl-1,3-dioxolane. Starting materials: ClC1=C(C=CC(=C1)NC1=NC=NC2=CC=CC(=C12)F)O (2-chloro-4-[(5-fluoroquinazolin-4-yl)amino]phenol), C(O)CN (ethanolamine). The product is NCCOC1=C2C(=NC=NC2=CC=C1)NC1=CC(=C(C=C1)O)Cl (4-{[5-(2-aminoethoxy)quinazolin-4-yl]amino}-2-chlorophenol). Yield: 84.0%. As a reaction SMILES: [Cl:1][C:2]1[CH:7]=[C:6]([NH:8][C:9]2[C:18]3[C:13](=[CH:14][CH:15]=[CH:16][C:17]=3F)[N:12]=[CH:11][N:10]=2)[CH:5]=[CH:4][C:3]=1[OH:20].[CH2:21]([CH2:23][NH2:24])[OH:22]>>[NH2:24][CH2:23][CH2:21][O:22][C:17]1[CH:16]=[CH:15][CH:14]=[C:13]2[C:18]=1[C:9]([NH:8][C:6]1[CH:5]=[CH:4][C:3]([OH:20])=[C:2]([Cl:1])[CH:7]=1)=[N:10][CH:11]=[N:12]2. Procedure: The procedure described in Example 3 (preparation of starting materials) was repeated using 2-chloro-4-[(5-fluoroquinazolin-4-yl)amino]phenol (obtained as described in Example 4.5, preparation of starting materials) and ethanolamine to give 4-{[5-(2-aminoethoxy)quinazolin-4-yl]amino}-2-chlorophenol in 84% yield. NMR spectrum (DMSO-d6) 3.12 (t, 2H), 4.27 (t, 2H), 6.96 (d, 1H), 7.11 (d, 1H), 7.31 (d, 1H), 7.53 (dd, 1H), 8.08 (d, 1H), 8.47 (s, 1H); Mass spectrum MH+ 331.0. The reactants are Cl.ClC1=NC2=CC=CC=C2C(=N1)N(C)C1=CC(=C(C=C1)OC)OC ((2-chloro-quinazolin-4-yl)-(3,4-dimethoxy-phenyl)-methyl-amine hydrochloride), [F-].[NH4+] (ammonium fluoride), CN(C)C=O (DMF). Product: COC=1C=C(C=CC1OC)N(C1=NC(=NC2=CC=CC=C12)N(C)C)C (N4-(3,4-Dimethoxy-phenyl)-N2,N2,N4-trimethyl-quinazoline-2,4-diamine). Reaction SMILES: Cl.Cl[C:3]1[N:12]=[C:11]([N:13]([C:15]2[CH:20]=[CH:19][C:18]([O:21][CH3:22])=[C:17]([O:23][CH3:24])[CH:16]=2)[CH3:14])[C:10]2[C:5](=[CH:6][CH:7]=[CH:8][CH:9]=2)[N:4]=1.[F-].[NH4+].[CH3:27][N:28](C=O)[CH3:29]>>[CH3:24][O:23][C:17]1[CH:16]=[C:15]([N:13]([CH3:14])[C:11]2[C:10]3[C:5](=[CH:6][CH:7]=[CH:8][CH:9]=3)[N:4]=[C:3]([N:28]([CH3:29])[CH3:27])[N:12]=2)[CH:20]=[CH:19][C:18]=1[O:21][CH3:22] |f:0.1,2.3|. Reported procedure: A solution of (2-chloro-quinazolin-4-yl)-(3,4-dimethoxy-phenyl)-methyl-amine hydrochloride (105 mg; 0.287 mmol) and ammonium fluoride (73 mg; 1.97 mmol) in DMF (2 mL) was heated at 90° C. After 4 days the reaction was concentrated on a rotary evaporator then saturated NaHCO3 (5 mL) and water (3 mL) were added. Product was extracted into chloroform (4×2 mL) and the combined extracts washed with water (4×2 mL) and brine (3×3 mL). This solution was dried (MgSO4), filtered through silica and washed ... The reactants are Cl.Cl.OC1C(CNCC1)N1CCC2(CC1)CCCC1=CC=CC=C12 (1'-(4-Hydroxypiperidin-3-yl)-3,4-dihydrospiro[naphthalene-1(2H),4'-piperidine]dihydrochloride), 22c, C(C)(C)(C)OC(=O)N1CC(C(CC1)N1CCC2(CC1)CCCC1=CC=CC=C12)O (1'-(1-t-butoxycarbonyl-3-hydroxypiperidin-4-yl)-3,4-dihydro-spiro[naphthalene1(2H),4'-piperidine]), C(C)(C)(C)OC(=O)N1CC(C(CC1)O)N1CCC2(CC1)CCCC1=CC=CC=C12 (1'-(1-t-butoxycarbonyl-4-hydroxypiperidin-3-yl)-3,4-dihydro-spiro[naphthalene-1(2H),4'-piperidine]), IC=1C=C(CBr)C=CC1 (3-iodobenzylbromide). The solvent is C(C)N(CC)CC (triethylamine), CCO (EtOH). Product: IC=1C=C(CN2CC(C(CC2)O)N2CCC3(CC2)CCCC2=CC=CC=C23)C=CC1 (1'-(1-(3-Iodobenzyl)-4-hydroxypiperidin-3-yl)-3,4-dihydrospiro[naphthalene-1(2H),4'-piperidine]), solid. Yield: 18.0%. Reaction SMILES: Cl.Cl.[OH:3][CH:4]1[CH2:9][CH2:8][NH:7][CH2:6][CH:5]1[N:10]1[CH2:15][CH2:14][C:13]2([C:24]3[C:19](=[CH:20][CH:21]=[CH:22][CH:23]=3)[CH2:18][CH2:17][CH2:16]2)[CH2:12][CH2:11]1.C(OC(N1CCC(N2CCC3(C4C(=CC=CC=4)CCC3)CC2)C(O)C1)=O)(C)(C)C.C(OC(N1CCC(O)C(N2CCC3(C4C(=CC=CC=4)CCC3)CC2)C1)=O)(C)(C)C.[I:83][C:84]1[CH:85]=[C:86]([CH:89]=[CH:90][CH:91]=1)[CH2:87]Br>CCO.C(N(CC)CC)C>[I:83][C:84]1[CH:85]=[C:86]([CH:89]=[CH:90][CH:91]=1)[CH2:87][N:7]1[CH2:8][CH2:9][CH:4]([OH:3])[CH:5]([N:10]2[CH2:15][CH2:14][C:13]3([C:24]4[C:19](=[CH:20][CH:21]=[CH:22][CH:23]=4)[CH2:18][CH2:17][CH2:16]3)[CH2:12][CH2:11]2)[CH2:6]1 |f:0.1.2|. Procedure details: A mixture of 21c and 22c derived from a mixture of 19c and 20c as described above (676 mg, 1.81 mmol), 3-iodobenzylbromide (2.17 mmol, 645 mg), and triethylamine (10 mL) in absolute EtOH (20 mL) was refluxed for 18 h. Volatiles were removed under reduced pressure and the red residue was treated with water. After extraction in dichloromethane (3×30 mL), the combined organic layers were washed with brine, dried over Na2SO4 and concentrated to give a dark red semi-solid residue. Chromatographic pur... As a reaction SMILES: [Cl:1][c:2]1[n:3][c:4]([N:28]2[CH2:29][CH2:30][O:31][CH2:32][CH2:33]2)[c:5]2[n:6][c:7]([CH2:17][N:18]3[CH2:19][CH2:20][N:21]([S:24](=[O:25])(=[O:26])[CH3:27])[CH2:22][CH2:23]3)[n:8]([CH:11]3[CH2:12][CH2:13][CH2:14][CH2:15][O:16]3)[c:9]2[n:10]1.[c:34]1([CH3:35])[cH:36][cH:37][c:38]([S:39]([OH:40])(=[O:41])=[O:42])[cH:43][cH:44]1>>[Cl:1][c:2]1[n:3][c:4]([N:28]2[CH2:29][CH2:30][O:31][CH2:32][CH2:33]2)[c:5]2[n:6][c:7]([CH2:17][N:18]3[CH2:19][CH2:20][N:21]([S:24](=[O:25])(=[O:26])[CH3:27])[CH2:22][CH2:23]3)[nH:8][c:9]2[n:10]1. Product: CS(=O)(=O)N1CCN(Cc2nc3c(N4CCOCC4)nc(Cl)nc3[nH]2)CC1. The reactants are CS(=O)(=O)N1CCN(Cc2nc3c(N4CCOCC4)nc(Cl)nc3n2C2CCCCO2)CC1, Cc1ccc(S(=O)(=O)O)cc1. Starting materials: C(C)OC(C(=O)O)CC1=CC(=C(C=C1)O)C (2-ethoxy-3-(4-hydroxy-3-methyl-phenyl)-propionic acid), C(C1=CC=CC=C1)OC(C(CC1=CC(=C(C=C1)O)CC1=CC=CC=C1)OCC)=O (3-(3-benzyl-4-hydroxy-phenyl)-2-ethoxy-propionic acid benzyl ester). The product is C(C1=CC=CC=C1)OC(C(CC1=CC(=C(C=C1)O)C)OCC)=O (2-Ethoxy-3-(4-hydroxy-3-methyl-phenyl)-propionic acid benzyl ester), oil. Isolated yield 51.6%. As a reaction SMILES: C(OC(CC1C=CC(O)=C(C)C=1)C(O)=O)C.[CH2:17]([O:24][C:25](=[O:45])[CH:26]([O:42][CH2:43][CH3:44])[CH2:27][C:28]1[CH:33]=[CH:32][C:31]([OH:34])=[C:30]([CH2:35]C2C=CC=CC=2)[CH:29]=1)[C:18]1[CH:23]=[CH:22][CH:21]=[CH:20][CH:19]=1>>[CH2:17]([O:24][C:25](=[O:45])[CH:26]([O:42][CH2:43][CH3:44])[CH2:27][C:28]1[CH:33]=[CH:32][C:31]([OH:34])=[C:30]([CH3:35])[CH:29]=1)[C:18]1[CH:23]=[CH:22][CH:21]=[CH:20][CH:19]=1. Reported procedure: The title compound was prepared from 2-ethoxy-3-(4-hydroxy-3-methyl-phenyl)-propionic acid (0.71 g, 3.15 mmol) in the same manner as described for 3-(3-benzyl-4-hydroxy-phenyl)-2-ethoxy-propionic acid benzyl ester. The crude product was purified by column chromatography using n-heptane/EtOAc (3:2) as the eluent and the title compound was obtained as an oil (0.51 g, 51.6%). 1H NMR (400 MHz, CDCl3): δ 7.26-7.38 (m, 5H), 6.96 (s, 1H), 6.97-6.91 (d, 1H), 6.65-6.67 (d, 1H), 5.16 (s, 2H), 4.08-4.12 (t...